Dataset: the Open Reaction Database (ORD), a public repository of structured organic reaction records. Task: describe an organic reaction: reactants, conditions, products, and yield Reactants: C1(CC1)NS(=O)(=O)C=1C=NN2C1N=CC(=C2NC2=C(C=C(C=C2)F)C)C(=O)OCC (Ethyl 3-(N-cyclopropylsulfamoyl)-7-(4-fluoro-2-methylphenylamino)-pyrazolo[1,5-a]pyrimidine-6-carboxylate), Cl.FC1=CC=C(C=C1)C1CCNCC1 (4-(4-fluorophenyl)piperidine hydrochloride). Yields the product C1(CC1)NS(=O)(=O)C=1C=NN2C1N=CC(=C2NC2=C(C=C(C=C2)F)C)C(=O)N2CCC(CC2)C2=CC=C(C=C2)F (N-cyclopropyl-7-(4-fluoro-2-methylphenylamino)-6-[4-(4-fluorophenyl)piperidine-1-carbonyl]pyrazolo[1,5-a]pyrimidine-3-sulfonamide). Yield: 14.9%. RXN SMILES: [CH:1]1([NH:4][S:5]([C:8]2[CH:9]=[N:10][N:11]3[C:16]([NH:17][C:18]4[CH:23]=[CH:22][C:21]([F:24])=[CH:20][C:19]=4[CH3:25])=[C:15]([C:26](OCC)=[O:27])[CH:14]=[N:13][C:12]=23)(=[O:7])=[O:6])[CH2:3][CH2:2]1.Cl.[F:32][C:33]1[CH:38]=[CH:37][C:36]([CH:39]2[CH2:44][CH2:43][NH:42][CH2:41][CH2:40]2)=[CH:35][CH:34]=1>>[CH:1]1([NH:4][S:5]([C:8]2[CH:9]=[N:10][N:11]3[C:16]([NH:17][C:18]4[CH:23]=[CH:22][C:21]([F:24])=[CH:20][C:19]=4[CH3:25])=[C:15]([C:26]([N:42]4[CH2:43][CH2:44][CH:39]([C:36]5[CH:35]=[CH:34][C:33]([F:32])=[CH:38][CH:37]=5)[CH2:40][CH2:41]4)=[O:27])[CH:14]=[N:13][C:12]=23)(=[O:7])=[O:6])[CH2:2][CH2:3]1 |f:1.2|. Procedure details: Using ethyl 3-(N-cyclopropylsulfamoyl)-7-(4-fluoro-2-methylphenylamino)-pyrazolo[1,5-a]pyrimidine-6-carboxylate (0.496 g, 1.145 mmol) obtained in step 1 and 4-(4-fluorophenyl)piperidine hydrochloride (0.072 g, 0.335 mmol) instead of 4-phenylpiperidine, and in the same manner as in Example 1 step 4, the title compound (0.0283 g, 3%) was obtained. The reactants are COC1=C(C=CC=C1)C(C)=O (1-(2-methoxy-phenyl)-ethanone), N1C(=NC2=C1C=CC=C2)CN(CC2=CC=C(C=C2)CN)C2CCCC=1C=CC=NC21 (N′-(1H-benzimidazol-2-ylmethyl)-N′-(5,6,7,8-tetrahydro-8-quinolinyl)-1,4-benzenedimethanamine), CC(=O)O (AcOH), [BH-](OC(=O)C)(OC(=O)C)OC(=O)C.[Na+] (NaBH(OAc)3). Run in C1CCOC1 (THF). Conditions: time 48 hour. Yields the product OC1=NC=CC=C1C=O (2-hydroxy-pyridine-3-carbaldehyde). Isolated yield 134.8%. Reaction SMILES: C[O:2][C:3]1C=[CH:7][CH:6]=[CH:5][C:4]=1[C:9](=[O:11])C.[NH:12]1C2C=CC=CC=2N=C1CN(C1C2N=CC=CC=2CCC1)CC1C=CC(CN)=CC=1.CC(O)=O.[BH-](OC(C)=O)(OC(C)=O)OC(C)=O.[Na+]>C1COCC1>[OH:2][C:3]1[C:4]([CH:9]=[O:11])=[CH:5][CH:6]=[CH:7][N:12]=1 |f:3.4|. Procedure: To a stirred solution of 1-(2-methoxy-phenyl)-ethanone (69 μL, 0.50 mmol), N′-(1H-benzimidazol-2-ylmethyl)-N′-(5,6,7,8-tetrahydro-8-quinolinyl)-1,4-benzenedimethanamine (200 mg, 0.50 mmol) and AcOH (0.10 mL, 1.4 mmol) in THF (5 mL) was added NaBH(OAc)3 and the mixture was stirred at room temperature for 48 hours. Purification of the crude light yellow foam to (267 mg) by column chromatography on silica gel (100:1:1-CH2Cl2:MeOH:NH4OH) followed by radial chromatography on silica gel (100:1:1-CH2Cl... The reactants are NC1=NC=C(C2=C1C(=CS2)C2=CC(=C(C=C2)NC(=O)C=2N(C1=CC=CC=C1C2)C)OC)N=C(C2=CC=CC=C2)C2=CC=CC=C2 (N-(4-{4-Amino-7-[(diphenylmethylene)amino]thieno[3,2-c]pyridin-3-yl}-2-methoxyphenyl)-1-methyl-1H-indole-2-carboxamide). Procedure details: N-(4-{4-Amino-7-[(diphenylmethylene)amino]thieno[3,2-c]pyridin-3-yl}-2-methoxyphenyl)-1-methyl-1H-indole-2-carboxamide (0.058 g, 0.096 mmol) in tetrahydrofuran (2 mL) and aqueous hydrochloric acid (2 M, 0.225 mL) was stirred at ambient temperature for 15 h. The reaction mixture was diluted with methanol/dichloromethane (1:49, 50 mL), and the resulting solution was extracted with aqueous sodium carbonate (1 M, 10 mL). The organic layer was dried over magnesium sulfate, filtered, and concentrated.... Isolated yield 35.4%. Product: NC1=NC=C(C2=C1C(=CS2)C2=CC(=C(C=C2)NC(=O)C=2N(C1=CC=CC=C1C2)C)OC)N (N-[4-(4,7-diaminothieno[3,2-c]pyridin-3-yl)-2-methoxyphenyl]-1-methyl-1H-indole-2-carboxamide). Run in O1CCCC1 (tetrahydrofuran), Cl (hydrochloric acid), CO.ClCCl (methanol dichloromethane). As a reaction SMILES: [NH2:1][C:2]1[C:7]2[C:8]([C:11]3[CH:16]=[CH:15][C:14]([NH:17][C:18]([C:20]4[N:21]([CH3:29])[C:22]5[C:27]([CH:28]=4)=[CH:26][CH:25]=[CH:24][CH:23]=5)=[O:19])=[C:13]([O:30][CH3:31])[CH:12]=3)=[CH:9][S:10][C:6]=2[C:5]([N:32]=C(C2C=CC=CC=2)C2C=CC=CC=2)=[CH:4][N:3]=1>O1CCCC1.Cl.CO.ClCCl>[NH2:1][C:2]1[C:7]2[C:8]([C:11]3[CH:16]=[CH:15][C:14]([NH:17][C:18]([C:20]4[N:21]([CH3:29])[C:22]5[C:27]([CH:28]=4)=[CH:26][CH:25]=[CH:24][CH:23]=5)=[O:19])=[C:13]([O:30][CH3:31])[CH:12]=3)=[CH:9][S:10][C:6]=2[C:5]([NH2:32])=[CH:4][N:3]=1 |f:3.4|.